From a dataset of the Open Reaction Database (ORD), a public repository of structured organic reaction records. describe an organic reaction: reactants, conditions, products, and yield Reactants: O=C(Br)CBr, ClCCl, CN1CCNc2c(C(=O)c3ccccc3F)cccc21, CC(C)OC(C)C, c1ccncc1. Product: CN1CCN(C(=O)CBr)c2c(C(=O)c3ccccc3F)cccc21. As a reaction SMILES: [Br:27][CH2:28][C:29](=[O:30])[Br:31].[CH2:39]([Cl:40])[Cl:41].[CH3:1][N:2]1[CH2:3][CH2:4][NH:5][c:6]2[c:7]([C:12]([c:13]3[c:14]([F:19])[cH:15][cH:16][cH:17][cH:18]3)=[O:20])[cH:8][cH:9][cH:10][c:11]21.[CH:32]([O:33][CH:34]([CH3:35])[CH3:36])([CH3:37])[CH3:38].[cH:21]1[cH:22][cH:23][n:24][cH:25][cH:26]1>>[CH3:1][N:2]1[CH2:3][CH2:4][N:5]([C:29]([CH2:28][Br:27])=[O:30])[c:6]2[c:7]([C:12]([c:13]3[c:14]([F:19])[cH:15][cH:16][cH:17][cH:18]3)=[O:20])[cH:8][cH:9][cH:10][c:11]21. The reactants are CCOC(=O)c1cnn(-c2c(Cl)cc(C(F)(F)F)cc2Cl)c1C, CCO, Cl, [Na+], [OH-], O. The product is Cc1c(C(=O)O)cnn1-c1c(Cl)cc(C(F)(F)F)cc1Cl. Reaction SMILES: [CH2:1]([CH3:2])[O:3][C:4](=[O:5])[c:6]1[cH:7][n:8][n:9](-[c:12]2[c:13]([Cl:23])[cH:14][c:15]([C:19]([F:20])([F:21])[F:22])[cH:16][c:17]2[Cl:18])[c:10]1[CH3:11].[CH3:27][CH2:28][OH:29].[ClH:26].[Na+:25].[OH-:24].[OH2:30]>>[O:3]=[C:4]([OH:5])[c:6]1[cH:7][n:8][n:9](-[c:12]2[c:13]([Cl:23])[cH:14][c:15]([C:19]([F:20])([F:21])[F:22])[cH:16][c:17]2[Cl:18])[c:10]1[CH3:11]. Reactants: ClC1=CC=C(C=C1)C(C)(C)NC(C=C)=O (N-[1-(4-chlorophenyl)-1-methylethyl]acrylamide), N1C=NC(=C1)C=O (imidazole-4-carboxaldehyde), [OH-].C(C1=CC=CC=C1)[N+](C)(C)C (benzyltrimethylammonium hydroxide), solution, O1CCOCC1 (1,4-dioxane). Solvent: CO (methanol). Conditions: temperature 95 celsius. Product: ClC1=CC=C(C=C1)C(C)(C)NC(CCN1C=NC(=C1)C=O)=O (N-[1-(4-chlorophenyl)-1-methylethyl]-3-(4-formylimidazol-1-yl)propionamide). Reaction SMILES: [Cl:1][C:2]1[CH:7]=[CH:6][C:5]([C:8]([NH:11][C:12](=[O:15])[CH:13]=[CH2:14])([CH3:10])[CH3:9])=[CH:4][CH:3]=1.[NH:16]1[CH:20]=[C:19]([CH:21]=[O:22])[N:18]=[CH:17]1.[OH-].C([N+](C)(C)C)C1C=CC=CC=1.O1CCOCC1>CO>[Cl:1][C:2]1[CH:3]=[CH:4][C:5]([C:8]([NH:11][C:12](=[O:15])[CH2:13][CH2:14][N:16]2[CH:20]=[C:19]([CH:21]=[O:22])[N:18]=[CH:17]2)([CH3:10])[CH3:9])=[CH:6][CH:7]=1 |f:2.3|. Procedure: A mixture of N-[1-(4-chlorophenyl)-1-methylethyl]acrylamide (22.35 g), imidazole-4-carboxaldehyde (9.6 g), benzyltrimethylammonium hydroxide (2.24 ml of a 40% solution in methanol, Triton®B) and 1,4-dioxane (112 ml) was stirred and heated at 95° C. for 6 hours and then worked up as described in Example 19a to give N-[1-(4-chlorophenyl)-1-methylethyl]-3-(4-formylimidazol-1-yl)propionamide, m.p. 151-153° C. Starting materials: N(=NC(=O)OC(C)C)C(=O)OC(C)C (Diisopropyl azodicarboxylate), CC=1C=C(C=CC1[N+](=O)[O-])O (3-Methyl-4-nitrophenol), C1(=CC=CC=C1)P(C1=CC=CC=C1)C1=CC=CC=C1 (triphenylphosphine), OC1CCN(CC1)C(=O)OCC1=CC=CC=C1 (phenylmethyl 4-hydroxy-1-piperidinecarboxylate). Solvent: C(Cl)Cl (DCM). Reaction conditions: temperature 0 celsius. Yields the product CC=1C=C(C=CC1[N+](=O)[O-])OC1CCN(CC1)C(=O)OCC1=CC=CC=C1 (phenylmethyl 4-[(3-methyl-4-nitrophenyl)oxy]-1-piperidinecarboxylate). Yield: 86.9%. Reaction SMILES: [CH3:1][C:2]1[CH:3]=[C:4]([OH:11])[CH:5]=[CH:6][C:7]=1[N+:8]([O-:10])=[O:9].C1(P(C2C=CC=CC=2)C2C=CC=CC=2)C=CC=CC=1.O[CH:32]1[CH2:37][CH2:36][N:35]([C:38]([O:40][CH2:41][C:42]2[CH:47]=[CH:46][CH:45]=[CH:44][CH:43]=2)=[O:39])[CH2:34][CH2:33]1.N(C(OC(C)C)=O)=NC(OC(C)C)=O>C(Cl)Cl>[CH3:1][C:2]1[CH:3]=[C:4]([O:11][CH:32]2[CH2:37][CH2:36][N:35]([C:38]([O:40][CH2:41][C:42]3[CH:43]=[CH:44][CH:45]=[CH:46][CH:47]=3)=[O:39])[CH2:34][CH2:33]2)[CH:5]=[CH:6][C:7]=1[N+:8]([O-:10])=[O:9]. Procedure: 3-Methyl-4-nitrophenol (1.74 g, 11.4 mmol), triphenylphosphine (5.98 g, 22.8 mmol), and phenylmethyl 4-hydroxy-1-piperidinecarboxylate (3.99 g, 17.0 mmol) were dissolved in DCM with stirring and cooled to 0° C. Diisopropyl azodicarboxylate (3.35 mL, 17.0 mmol) was added via syringe. The reaction was stirred for 10 min and allowed to warm to rt. The reaction was stirred overnight and adsorbed onto silica gel. The crude material was purified by flash chromatography, and fractions containing produc... Reactants: C(C)OC(C[C@H](CN1C=2N=C(NC(C2N=C1)=O)N)COC(CCCCCCCCCCCCCCCCC)=O)OCC ((R)-9-[4,4-diethoxy-2-(stearoyloxymethyl)butyl]guanine), FC(S(=O)(=O)O)(F)F (trifluoromethanesulfonic acid). Run in O (water), O (water), C1CCOC1 (THF). Run at temperature 22 celsius, time 2 hour. The product is OCC[C@H](CN1C=2N=C(NC(C2N=C1)=O)N)COC(CCCCCCCCCCCCCCCCC)=O ((R)-9-[4-hydroxy-2-(stearoyloxymethyl)butyl]guanine). Reaction SMILES: C([O:3][CH:4](OCC)[CH2:5][C@@H:6]([CH2:19][O:20][C:21](=[O:39])[CH2:22][CH2:23][CH2:24][CH2:25][CH2:26][CH2:27][CH2:28][CH2:29][CH2:30][CH2:31][CH2:32][CH2:33][CH2:34][CH2:35][CH2:36][CH2:37][CH3:38])[CH2:7][N:8]1[CH:16]=[N:15][C:14]2[C:13](=[O:17])[NH:12][C:11]([NH2:18])=[N:10][C:9]1=2)C.FC(F)(F)S(O)(=O)=O>C1COCC1.O>[OH:3][CH2:4][CH2:5][C@@H:6]([CH2:19][O:20][C:21](=[O:39])[CH2:22][CH2:23][CH2:24][CH2:25][CH2:26][CH2:27][CH2:28][CH2:29][CH2:30][CH2:31][CH2:32][CH2:33][CH2:34][CH2:35][CH2:36][CH2:37][CH3:38])[CH2:7][N:8]1[CH:16]=[N:15][C:14]2[C:13](=[O:17])[NH:12][C:11]([NH2:18])=[N:10][C:9]1=2. Procedure: The product of Example 30, step d) (3.0 kg) was slurried in THF (46 L) at 20° C. A solution of trifluoromethanesulfonic acid (2.25 kg) in 2.25 kg of water (prepared by slowly adding the acid to cold water) was added and the reaction mixture was stirred at 22° C. for 2 hours. The reaction mixture was cooled to 15° C. and quenched with a solution of NaHCO3 (1.5 kg) in water (5.3 kg). Borane t-butylamine complex (powder, 340 g) was added in four portions and then the reaction temperature was increa... Starting materials: O=C([O-])[O-], CCCCI, [K+], [K+], CN(C)C=O, O=c1[nH]cccc1CO. The product is CCCCn1cccc(CO)c1=O. Reaction SMILES: [C:10](=[O:11])([O-:12])[O-:13].[I:16][CH2:17][CH2:18][CH2:19][CH3:20].[K+:14].[K+:15].[O:21]=[CH:22][N:23]([CH3:24])[CH3:25].[OH:1][CH2:2][c:3]1[c:4](=[O:9])[nH:5][cH:6][cH:7][cH:8]1>>[OH:1][CH2:2][c:3]1[c:4](=[O:9])[n:5]([CH2:17][CH2:18][CH2:19][CH3:20])[cH:6][cH:7][cH:8]1.